This data is from the Open Reaction Database (ORD), a public repository of structured organic reaction records. The task is: describe an organic reaction: reactants, conditions, products, and yield As a reaction SMILES: [Br:1][CH2:2][c:3]1[cH:4][c:5]2[c:6]([n:7][c:8]([C:11]#[N:12])[n:9][cH:10]2)[n:13]1[CH2:14][C:15]([CH3:16])([CH3:17])[CH3:18].[K+:26].[K+:27].[NH:19]1[CH2:20][CH2:21][C:22](=[O:25])[CH2:23][CH2:24]1.[O-:28][C:29]([O-:30])=[O:31].[O:32]=[CH:33][N:34]([CH3:35])[CH3:36]>>[CH2:2]([c:3]1[cH:4][c:5]2[c:6]([n:7][c:8]([C:11]#[N:12])[n:9][cH:10]2)[n:13]1[CH2:14][C:15]([CH3:16])([CH3:17])[CH3:18])[N:19]1[CH2:20][CH2:21][C:22](=[O:25])[CH2:23][CH2:24]1. The product is CC(C)(C)Cn1c(CN2CCC(=O)CC2)cc2cnc(C#N)nc21. Starting materials: CC(C)(C)Cn1c(CBr)cc2cnc(C#N)nc21, [K+], [K+], O=C1CCNCC1, O=C([O-])[O-], CN(C)C=O. The reactants are ClCCl, Cc1ccccc1, CN(C)C=O, CS(=O)(=O)c1ccc(C(CC2CCCC2)C(=O)O)cc1Cl, O=C(Cl)C(=O)Cl, [NH4+], [OH-]. Product: CS(=O)(=O)c1ccc(C(CC2CCCC2)C(N)=O)cc1Cl. Reaction SMILES: [CH2:28]([Cl:29])[Cl:30].[CH3:33][c:34]1[cH:35][cH:36][cH:37][cH:38][cH:39]1.[CH3:40][N:41]([CH3:42])[CH:43]=[O:44].[Cl:1][c:2]1[cH:3][c:4]([CH:12]([C:13](=[O:14])[OH:15])[CH2:16][CH:17]2[CH2:18][CH2:19][CH2:20][CH2:21]2)[cH:5][cH:6][c:7]1[S:8](=[O:9])(=[O:10])[CH3:11].[Cl:22][C:23]([C:24]([Cl:25])=[O:26])=[O:27].[NH4+:31].[OH-:32]>>[Cl:1][c:2]1[cH:3][c:4]([CH:12]([C:13](=[O:14])[NH2:31])[CH2:16][CH:17]2[CH2:18][CH2:19][CH2:20][CH2:21]2)[cH:5][cH:6][c:7]1[S:8](=[O:9])(=[O:10])[CH3:11].